Dataset: the Open Reaction Database (ORD), a public repository of structured organic reaction records. Task: describe an organic reaction: reactants, conditions, products, and yield Reactants: C(C)(=O)C1=CC(=CN1CCCF)C1(C(N(C(=N1)N)C)=O)C1=CC(=CC=C1)O (5-[5-acetyl-1-(3-fluoropropyl)-1H-pyrrol-3-yl]-2-amino-5-(3-hydroxyphenyl)-3-methyl-3,5-dihydro-4H-imidazol-4-one), ClCC=1C=C(C(=O)N)C=CC1 (3-(chloromethyl)benzamide), [I-].[Na+] (sodium iodide), C([O-])([O-])=O.[Cs+].[Cs+] (cesium carbonate). The solvent is CN(C=O)C (dimethylformamide), C(C)(=O)OCC (ethyl acetate). Run at temperature 45 celsius. The product is C(C)(=O)C1=CC(=CN1CCCF)C1(N=C(N(C1=O)C)N)C=1C=C(OCC=2C=C(C(=O)N)C=CC2)C=CC1 (3-[(3-{4-[5-Acetyl-1-(3-fluoropropyl)-1H-pyrrol-3-yl]-2-amino-1-methyl-5-oxo-4,5-dihydro-1H-imidazol-4-yl}phenoxy)methyl]benzamide). RXN SMILES: [C:1]([C:4]1[N:8]([CH2:9][CH2:10][CH2:11][F:12])[CH:7]=[C:6]([C:13]2([C:21]3[CH:26]=[CH:25][CH:24]=[C:23]([OH:27])[CH:22]=3)[N:17]=[C:16]([NH2:18])[N:15]([CH3:19])[C:14]2=[O:20])[CH:5]=1)(=[O:3])[CH3:2].Cl[CH2:29][C:30]1[CH:31]=[C:32]([CH:36]=[CH:37][CH:38]=1)[C:33]([NH2:35])=[O:34].[I-].[Na+].C(=O)([O-])[O-].[Cs+].[Cs+]>CN(C)C=O.C(OCC)(=O)C>[C:1]([C:4]1[N:8]([CH2:9][CH2:10][CH2:11][F:12])[CH:7]=[C:6]([C:13]2([C:21]3[CH:22]=[C:23]([CH:24]=[CH:25][CH:26]=3)[O:27][CH2:29][C:30]3[CH:31]=[C:32]([CH:36]=[CH:37][CH:38]=3)[C:33]([NH2:35])=[O:34])[C:14](=[O:20])[N:15]([CH3:19])[C:16]([NH2:18])=[N:17]2)[CH:5]=1)(=[O:3])[CH3:2] |f:2.3,4.5.6|. Reported procedure: A mixture of 5-[5-acetyl-1-(3-fluoropropyl)-1H-pyrrol-3-yl]-2-amino-5-(3-hydroxyphenyl)-3-methyl-3,5-dihydro-4H-imidazol-4-one, 3-(chloromethyl)benzamide, sodium iodide, and cesium carbonate in dimethylformamide was heated to 45° C. for 16 hours. The cooled reaction mixture was poured into ethyl acetate and washed with water. The organic phase was dried over sodium sulfate and evaporated. The resultant residue was purified by HPLC using a CN bonded phase preparative column and by precipitation f... Starting materials: BrC=1C=CC2=C(C=C(CCN2CC2=CC=C(C=C2)OC)C(=O)O)C1 (7-bromo-1-(4-methoxybenzyl)-2,3-dihydro-1-benzazepine-4-carboxylic acid), Cl (hydrochloric acid), B(OC1=CC=C(C=C1)OCCOCCC)([O-])[O-] (4-propoxyethoxyphenyl borate), C([O-])([O-])=O.[K+].[K+] (potassium carbonate). Reagents/catalysts: C=1C=CC(=CC1)[P](C=2C=CC=CC2)(C=3C=CC=CC3)[Pd]([P](C=4C=CC=CC4)(C=5C=CC=CC5)C=6C=CC=CC6)([P](C=7C=CC=CC7)(C=8C=CC=CC8)C=9C=CC=CC9)[P](C=1C=CC=CC1)(C=1C=CC=CC1)C=1C=CC=CC1 (tetrakistriphenylphosphinepalladium). Run in C1(=CC=CC=C1)C (toluene), O (water), C(C)O (ethanol), O (water). Reaction conditions: temperature 100 celsius, time 30 minute. Product: COC1=CC=C(CN2CCC(=CC3=C2C=CC(=C3)C3=CC=C(C=C3)OCCOCCC)C(=O)O)C=C1 (1-(4-methoxybenzyl)-7-(4-propoxyethoxyphenyl)-2,3-dihydro-1-benzazepine-4-carboxylic acid). The yield is 31.1%. Reaction SMILES: Br[C:2]1[CH:3]=[CH:4][C:5]2[N:11]([CH2:12][C:13]3[CH:18]=[CH:17][C:16]([O:19][CH3:20])=[CH:15][CH:14]=3)[CH2:10][CH2:9][C:8]([C:21]([OH:23])=[O:22])=[CH:7][C:6]=2[CH:24]=1.B([O-])([O-])O[C:27]1[CH:32]=[CH:31][C:30]([O:33][CH2:34][CH2:35][O:36][CH2:37][CH2:38][CH3:39])=[CH:29][CH:28]=1.C(=O)([O-])[O-].[K+].[K+].Cl>C1(C)C=CC=CC=1.C1C=CC([P]([Pd]([P](C2C=CC=CC=2)(C2C=CC=CC=2)C2C=CC=CC=2)([P](C2C=CC=CC=2)(C2C=CC=CC=2)C2C=CC=CC=2)[P](C2C=CC=CC=2)(C2C=CC=CC=2)C2C=CC=CC=2)(C2C=CC=CC=2)C2C=CC=CC=2)=CC=1.O.C(O)C>[CH3:20][O:19][C:16]1[CH:17]=[CH:18][C:13]([CH2:12][N:11]2[C:5]3[CH:4]=[CH:3][C:2]([C:27]4[CH:32]=[CH:31][C:30]([O:33][CH2:34][CH2:35][O:36][CH2:37][CH2:38][CH3:39])=[CH:29][CH:28]=4)=[CH:24][C:6]=3[CH:7]=[C:8]([C:21]([OH:23])=[O:22])[CH2:9][CH2:10]2)=[CH:14][CH:15]=1 |f:2.3.4,^1:59,61,80,99|. Reported procedure: In toluene (20 ml), ethanol (2 ml) and water (2 ml) were suspended 7-bromo-1-(4-methoxybenzyl)-2,3-dihydro-1-benzazepine-4-carboxylic acid (300 mg), 4-propoxyethoxyphenyl borate (346 mg) and potassium carbonate (534 mg), and the suspension was stirred under argon atmosphere for 30 minutes. Then, to the suspension was added tetrakistriphenylphosphinepalladium (63 mg), and the mixture was heated at 100° C. for 4 hours under argon atmosphere. After allowing to cool, water was added to the mixture, ...